From a dataset of the Open Reaction Database (ORD), a public repository of structured organic reaction records. describe an organic reaction: reactants, conditions, products, and yield The reactants are C(C)N1CCCCC1 (N-ethyl piperidine), C(C1=CC=CC=C1)OC(=O)N1[C@H](C(=O)O)CCC1 (benzyloxycarbonyl proline), COC([C@@H](N)C)=O (alanine methyl ester), Cl (hydrochloride). Solvent: C(Cl)Cl (methylene chloride). Run at temperature -5 celsius, time 1 hour. Product: COC([C@@H](NC([C@H]1N(CCC1)C(=O)OCC1=CC=CC=C1)=O)C)=O (Benzyloxycarbonylprolyl Alanine Methyl Ester). As a reaction SMILES: [CH2:1]([O:8][C:9]([N:11]1[CH2:18][CH2:17][CH2:16][C@H:12]1[C:13]([OH:15])=O)=[O:10])[C:2]1[CH:7]=[CH:6][CH:5]=[CH:4][CH:3]=1.[CH3:19][O:20][C:21](=[O:25])[C@H:22]([CH3:24])[NH2:23].Cl.C(N1CCCCC1)C>C(Cl)Cl>[CH3:19][O:20][C:21](=[O:25])[C@H:22]([CH3:24])[NH:23][C:13](=[O:15])[C@@H:12]1[CH2:16][CH2:17][CH2:18][N:11]1[C:9]([O:8][CH2:1][C:2]1[CH:3]=[CH:4][CH:5]=[CH:6][CH:7]=1)=[O:10]. Reported procedure: 11.0 grams of N,N-dicyclohexylbodiimide was added to a solution of 12.45 grams of benzyloxycarbonyl proline and alanine methyl ester released from 7.0 grams of the corresponding hydrochloride using 7 ml of N-ethyl piperidine in 40 ml of methylene chloride cooled to -5 degrees C. The resultant reaction suspension was stirred for 1 hour at 0 degree C. N,N-dicyclohexylurea separated from the suspension and was filtered off after it was allowed to stand for 12 hours at 3 degrees C. Then, the filtrat... Reactants: Solution A, C(C1=CC=CC=C1)OC1=C(C=O)C=C(C=C1)F (2-benzyloxy-5-fluoro-benzaldehyde). The solvent is C1CCOC1 (THF). Run at temperature -78 celsius, time 18 hour. Yields the product C(C1=CC=CC=C1)OC1=C(C=C(C=C1)F)C1OC(C2=CC=CC=C12)=O ((±)-3-(2-benzyloxy-5-fluoro-phenyl)-3H-isobenzofuran-1-one). As a reaction SMILES: [CH2:1]([O:8][C:9]1[CH:16]=[CH:15][C:14]([F:17])=[CH:13][C:10]=1[CH:11]=[O:12])[C:2]1[CH:7]=[CH:6][CH:5]=[CH:4][CH:3]=1>C1COCC1>[CH2:1]([O:8][C:9]1[CH:16]=[CH:15][C:14]([F:17])=[CH:13][C:10]=1[CH:11]1[C:7]2[C:2](=[CH:3][CH:4]=[CH:5][CH:6]=2)[C:1](=[O:8])[O:12]1)[C:2]1[CH:3]=[CH:4][CH:5]=[CH:6][CH:7]=1. Procedure: To the Grignard Solution A cooled to −78° C., a solution of 2-benzyloxy-5-fluoro-benzaldehyde (879 mg, 3.82 mmol, 1.0 eq.) in THF (10 mL) was added dropwise. The mixture was stirred at −78° C. for 1 hour and further at r.t. for 18 hours. The reaction was carefully quenched with 1M aq. NH4Cl soln. (50 mL) and AcOEt (100 mL) was added. The resulting suspension was filtered through celite and the filter cake was rinsed with water and AcOEt. The layers were separated and the aq. phase was extracted ... The product is ClC=1C=C2C(=NC1)NC=C2C2=NC=C(C(=N2)N[C@@H]2CN(CCC2)C(=O)OC)F ((S)-methyl 3-(2-(5-chloro-1H-pyrrolo[2,3-b]pyridin-3-yl)-5-fluoropyrimidin-4-ylamino)piperidine-1-carboxylate). Solvent: C(Cl)Cl (CH2Cl2), CN(C)C=O (DMF). Starting materials: ClC(=O)OC (methyl chloroformate), Cl.ClC=1C=C2C(=NC1)NC=C2C2=NC=C(C(=N2)N[C@@H]2CNCCC2)F ((S)-2-(5-chloro-1H-pyrrolo[2,3-b]pyridin-3-yl)-5-fluoro-N-(piperidin-3-yl)pyrimidin-4-amine hydrochloride), ClC=1C=C2C(=NC1)NC=C2C2=NC=C(C(=N2)N[C@@H]2CNCCC2)F ((S)-2-(5-chloro-1H-pyrrolo[2,3-b]pyridin-3-yl)-5-fluoro-N-(piperidin-3-yl)pyrimidin-4-amine), C(C)(C)N(CC)C(C)C (N,N-diisopropyl-N-ethylamine). Run at time 17 hour. As a reaction SMILES: Cl.[Cl:2][C:3]1[CH:4]=[C:5]2[C:11]([C:12]3[N:17]=[C:16]([NH:18][C@H:19]4[CH2:24][CH2:23][CH2:22][NH:21][CH2:20]4)[C:15]([F:25])=[CH:14][N:13]=3)=[CH:10][NH:9][C:6]2=[N:7][CH:8]=1.ClC1C=C2C(C3N=C(N[C@H]4CCCNC4)C(F)=CN=3)=CNC2=NC=1.C(N(C(C)C)CC)(C)C.Cl[C:60]([O:62][CH3:63])=[O:61]>C(Cl)Cl.CN(C=O)C>[Cl:2][C:3]1[CH:4]=[C:5]2[C:11]([C:12]3[N:17]=[C:16]([NH:18][C@H:19]4[CH2:24][CH2:23][CH2:22][N:21]([C:60]([O:62][CH3:63])=[O:61])[CH2:20]4)[C:15]([F:25])=[CH:14][N:13]=3)=[CH:10][NH:9][C:6]2=[N:7][CH:8]=1 |f:0.1|. Reported procedure: To a solution of (S)-2-(5-chloro-1H-pyrrolo[2,3-b]pyridin-3-yl)-5-fluoro-N-(piperidin-3-yl)pyrimidin-4-amine hydrochloride, 5b, (0.042 g, 0.100 mmol) in CH2Cl2 (1.4 mL) and DMF (0.3 mL) was added N,N-diisopropyl-N-ethylamine (0.300 mL, 1.720 mmol) followed by methyl chloroformate (0.009 g, 0.120 mmol). The reaction mixture was stirred at room temperature for 17 hours. The mixture was concentrated in vacuo, dissolved in 1 mL of DMSO and purified by preparatory HPLC (0.1% ammonium formate-H2O/acet... Reactants: O1CCN(CC1)C(=O)C1=CC=2C(=NC=C(C2)[N+](=O)[O-])N1 (morpholino(5-nitro-1H-pyrrolo[2,3-b]pyridin-2-yl)methanone), [H][H] (hydrogen). Reagents/catalysts: [Pd] (palladium on charcoal). The solvent is CO (methanol). Run at time 18 hour. Yields the product NC=1C=C2C(=NC1)NC(=C2)C(=O)N2CCOCC2 ((5-amino-1H-pyrrolo[2,3-b]pyridin-2-yl)(morpholino)methanone). As a reaction SMILES: [O:1]1[CH2:6][CH2:5][N:4]([C:7]([C:9]2[NH:20][C:12]3=[N:13][CH:14]=[C:15]([N+:17]([O-])=O)[CH:16]=[C:11]3[CH:10]=2)=[O:8])[CH2:3][CH2:2]1.[H][H]>[Pd].CO>[NH2:17][C:15]1[CH:16]=[C:11]2[CH:10]=[C:9]([C:7]([N:4]3[CH2:5][CH2:6][O:1][CH2:2][CH2:3]3)=[O:8])[NH:20][C:12]2=[N:13][CH:14]=1. Reported procedure: An autoclave is charged with 313 mg (1.13 mmol) of the morpholino(5-nitro-1H-pyrrolo[2,3-b]pyridin-2-yl)methanone formed during the preceding stage, 100 mL of methanol and 31 mg of palladium on charcoal at 10%. The autoclave is placed under 20 bar of hydrogen and the solution is stirred at room temperature for 18 hours, The solution is then filtered on Celite, the Celite is rinsed with 50 mL of methanol and the filtrate is evaporated under reduced pressure. 280 mg of a white solid is recovered, ... The reactants are CCN(C(C)C)C(C)C, ClC(Cl)Cl, O=S(=O)(Cl)c1cccc2c(Cl)cccc12, O=S(=O)(Cl)c1ccc2c(Cl)cccc2c1, NC1CCCCC1. Product: O=S(=O)(NC1CCCCC1)c1ccc2c(Cl)cccc2c1. Reaction SMILES: [CH:23]([N:24]([CH:25]([CH3:26])[CH3:27])[CH2:28][CH3:29])([CH3:30])[CH3:31].[CH:47]([Cl:48])([Cl:49])[Cl:50].[Cl:32][c:33]1[cH:34][cH:35][cH:36][c:37]2[c:38]1[cH:39][cH:40][cH:41][c:42]2[S:43]([Cl:44])(=[O:45])=[O:46].[Cl:8][c:9]1[c:10]2[cH:11][cH:12][c:13]([S:19](=[O:20])(=[O:21])[Cl:22])[cH:14][c:15]2[cH:16][cH:17][cH:18]1.[NH2:1][CH:2]1[CH2:3][CH2:4][CH2:5][CH2:6][CH2:7]1>>[NH:1]([CH:2]1[CH2:3][CH2:4][CH2:5][CH2:6][CH2:7]1)[S:19]([c:13]1[cH:12][cH:11][c:10]2[c:9]([Cl:8])[cH:18][cH:17][cH:16][c:15]2[cH:14]1)(=[O:20])=[O:21]. The reactants are [N+](=O)([O-])C=1C=CC2=C(NCCO2)C1 (6-nitro-2,3-dihydrobenz-1,4-oxazine), BrCC=1C=C(C(=O)OC)C=CC1 (methyl 3-bromomethylbenzoate), ( Y ), C([O-])([O-])=O.[K+].[K+] (potassium carbonate), [I-].[Na+] (sodium iodide). Run in CC(CC)=O (2 -butanone). Yields the product [N+](=O)([O-])C=1C=CC2=C(N(CCO2)CC=2C=C(C(=O)OC)C=CC2)C1 (methyl 3-(6-nitro-2,3-dihydrobenz-1,4-oxazin-4-ylmethyl)benzoate). The yield is 85.0%. Reaction SMILES: [N+:1]([C:4]1[CH:5]=[CH:6][C:7]2[O:12][CH2:11][CH2:10][NH:9][C:8]=2[CH:13]=1)([O-:3])=[O:2].Br[CH2:15][C:16]1[CH:17]=[C:18]([CH:23]=[CH:24][CH:25]=1)[C:19]([O:21][CH3:22])=[O:20].C(=O)([O-])[O-].[K+].[K+].[I-].[Na+]>CC(=O)CC>[N+:1]([C:4]1[CH:5]=[CH:6][C:7]2[O:12][CH2:11][CH2:10][N:9]([CH2:15][C:16]3[CH:17]=[C:18]([CH:23]=[CH:24][CH:25]=3)[C:19]([O:21][CH3:22])=[O:20])[C:8]=2[CH:13]=1)([O-:3])=[O:2] |f:2.3.4,5.6|. Procedure details: A mixture of 6-nitro-2,3-dihydrobenz-1,4-oxazine (0.45 g.), methyl 3-bromomethylbenzoate* (Y) (0.58 g.), potassium carbonate (0.35 g.), and sodium iodide (0.38 g.) in dry 2 -butanone (25 ml.) was stirred and heated under reflux for 48 hours. The cooled reaction mixture was filtered, the filter cake washed with 2-butanone, and the combined filtrate evaporated. The product was purified by flash chromatography on silica gel, eluting with 5:95 v/v ethyl acetate:toluene to give methyl 3-(6-nitro-2,3-... Reactants: C1(CCCC1)CC(=O)NC=1C=C2C(=CN(C2=CC1)CC)CC1=C(C=C(C(=O)OC)C=C1)OC (methyl 4-[5-(2-cyclopentylacetamido)-1-ethylindol-3-ylmethyl]-3-methoxybenzoate). Reagents/catalysts: [Pd] (Palladium-on-carbon). Run in C(=O)O (formic acid). Run at temperature 80 celsius. Product: C1(CCCC1)CC(=O)NC=1C=C2C(CN(C2=CC1)CC)CC1=C(C=C(C(=O)OC)C=C1)OC ((±)Methyl 4-[5-(2-cyclopentylacetamido)-1-ethyl-2,3-dihydroindol-3-ylmethyl]-3-methoxybenzoate). Isolated yield 73.7%. RXN SMILES: [CH:1]1([CH2:6][C:7]([NH:9][C:10]2[CH:11]=[C:12]3[C:16](=[CH:17][CH:18]=2)[N:15]([CH2:19][CH3:20])[CH:14]=[C:13]3[CH2:21][C:22]2[CH:31]=[CH:30][C:25]([C:26]([O:28][CH3:29])=[O:27])=[CH:24][C:23]=2[O:32][CH3:33])=[O:8])[CH2:5][CH2:4][CH2:3][CH2:2]1>[Pd].C(O)=O>[CH:1]1([CH2:6][C:7]([NH:9][C:10]2[CH:11]=[C:12]3[C:16](=[CH:17][CH:18]=2)[N:15]([CH2:19][CH3:20])[CH2:14][CH:13]3[CH2:21][C:22]2[CH:31]=[CH:30][C:25]([C:26]([O:28][CH3:29])=[O:27])=[CH:24][C:23]=2[O:32][CH3:33])=[O:8])[CH2:2][CH2:3][CH2:4][CH2:5]1. Procedure details: Palladium-on-carbon (10% w/w, 0.5 g.) was added to a mixture of methyl 4-[5-(2-cyclopentylacetamido)-1-ethylindol-3-ylmethyl]-3-methoxybenzoate (0.5 g., prepared as described in Example 80), and formic acid (99%, 20 ml.), under an atmosphere of nitrogen. The mixture was vigorously stirred and heated at 80° C. for one hour. The cooled mixture was filtered through a pad of diatomaceous earth, the filter cake washed with methanol, and the filtrate evaporated. The resulting oil was dissolved in ethy... Starting materials: C1(CCCCC1)N(C(CCCOC=1C=C2CN3C(=NC2=CC1)NC(C3)=O)=O)CC(=O)OC (methyl 2-(N-cyclohexyl-4-(2-oxo-1,2,3,5-tetrahydroimidazo[2,1-b]quinazolin-7-yl)oxybutyramidyl)acetate), [H-].[Na+] (sodium hydride), BrCCCC (1-Bromobutane). The solvent is CN(C=O)C (dimethylformamide). Run at temperature 60 celsius, time 30 minute. Yields the product C1(CCCCC1)N(C(CCCOC=1C=C2CN3C(=NC2=CC1)N(C(C3)=O)CCCC)=O)CC(=O)OC (methyl 2-(N-cyclohexyl-4-(1-butyl-2-oxo-1,2,3,5-tetrahydroimidazo[2,1-b]quinazolin-7-yl)oxybutyramidyl)acetate). Reaction SMILES: [CH:1]1([N:7]([CH2:28][C:29]([O:31][CH3:32])=[O:30])[C:8](=[O:27])[CH2:9][CH2:10][CH2:11][O:12][C:13]2[CH:14]=[C:15]3[C:20](=[CH:21][CH:22]=2)[N:19]=[C:18]2[NH:23][C:24](=[O:26])[CH2:25][N:17]2[CH2:16]3)[CH2:6][CH2:5][CH2:4][CH2:3][CH2:2]1.[H-].[Na+].Br[CH2:36][CH2:37][CH2:38][CH3:39]>CN(C)C=O>[CH:1]1([N:7]([CH2:28][C:29]([O:31][CH3:32])=[O:30])[C:8](=[O:27])[CH2:9][CH2:10][CH2:11][O:12][C:13]2[CH:14]=[C:15]3[C:20](=[CH:21][CH:22]=2)[N:19]=[C:18]2[N:23]([CH2:36][CH2:37][CH2:38][CH3:39])[C:24](=[O:26])[CH2:25][N:17]2[CH2:16]3)[CH2:2][CH2:3][CH2:4][CH2:5][CH2:6]1 |f:1.2|. Procedure: To a solution of methyl 2-(N-cyclohexyl-4-(2-oxo-1,2,3,5-tetrahydroimidazo[2,1-b]quinazolin-7-yl)oxybutyramidyl)acetate in dry dimethylformamide was added sodium hydride (1.05 equivalents). The mixture was stirred at 60° C. for 30 minutes to give a homogeneous solution. 1-Bromobutane (1.1 equivalents) was added via a syringe after which the mixture was evaporated. The residue was dissolved in ethyl acetate and washed with saturated brine, dried and filtered. Evaporation of the solvent afforded m... The reactants are C(C(=O)Cl)(=O)Cl (oxalyl chloride), CS(=O)C (DMSO), TEA, C(#N)CC1=C(C=C(C(=O)NC2[C@@H](CCCC2)O)C=C1)OC (4-(cyanomethyl)-N-[(2R)-2-hydroxycyclohexyl]-3-methoxybenzamide). Solvent: ClCCl (dichloromethane), ClCCl (dichloromethane), ClCCl (dichloromethane). Run at temperature 22 celsius. Product: C(#N)CC1=C(C=C(C(=O)NC2C(CCCC2)=O)C=C1)OC (4-(cyanomethyl)-3-methoxy-N-(2-oxocyclohexyl)benzamide). Reaction SMILES: C(Cl)(=O)C(Cl)=O.CS(C)=O.[C:11]([CH2:13][C:14]1[CH:29]=[CH:28][C:17]([C:18]([NH:20][CH:21]2[CH2:26][CH2:25][CH2:24][CH2:23][C@H:22]2[OH:27])=[O:19])=[CH:16][C:15]=1[O:30][CH3:31])#[N:12]>ClCCl>[C:11]([CH2:13][C:14]1[CH:29]=[CH:28][C:17]([C:18]([NH:20][CH:21]2[CH2:26][CH2:25][CH2:24][CH2:23][C:22]2=[O:27])=[O:19])=[CH:16][C:15]=1[O:30][CH3:31])#[N:12]. Reported procedure: To a solution of oxalyl chloride (0.2 mL, 2.2 mmol) in anhydrous dichloromethane (2 mL) at −78° C. was added DMSO (0.32 mL, 4.5 mmol) under Argon. The solution was maintained for 10 min where upon a solution of 4-(cyanomethyl)-N-[(2R)-2-hydroxycyclohexyl]-3-methoxybenzamide (430 mg, 1.5 mmol) in anhydrous dichloromethane (13 mL) was added dropwide. The reaction was stirred at −78° C. for 30 min, whereupon TEA (1 mL, 7.5 mmol) was added. The reaction was warmed to 22° C. for 2 h. Then, 50 mL dich... Reactants: C(C1=CC=CO1)=O (furfural), Formula III, C(CCC(=O)C)(=O)O (levulinic acid), Cl (HCl), C([O-])([O-])=O.[Na+].[Na+] (sodium carbonate). Run in C(Cl)(Cl)Cl.CC(=O)O (CHCl3 HOAc), C(C)O (ethanol), O (water). Conditions: time 30 minute. Yields the product O1C(=CC=C1)C=CC(C(CC(=O)O)=CC=1OC=CC1)=O (6-(furan-2-yl)-3-(furan-2-ylmethylene)-4-oxohex-5-enoic acid). As a reaction SMILES: [C:1]([OH:8])(=[O:7])[CH2:2][CH2:3][C:4]([CH3:6])=[O:5].[C:9](=[O:12])([O-])[O-].[Na+].[Na+].[CH:15](=O)[C:16]1[O:20][CH:19]=[CH:18][CH:17]=1.Cl>O.C(O)C.C(Cl)(Cl)Cl.CC(O)=O>[O:20]1[CH:19]=[CH:18][CH:17]=[C:16]1[CH:15]=[CH:6][C:4](=[O:5])[C:3](=[CH:4][C:3]1[O:12][CH:9]=[CH:1][CH:2]=1)[CH2:2][C:1]([OH:8])=[O:7] |f:1.2.3,8.9|. Reported procedure: To prepare a starting compound of Formula III, 12 g of levulinic acid (0.104 mol, 1.0 eq) was first dissolved in 66 mL of water. A solution of 15.4 g of sodium carbonate (0.146 mol, 2.8 eq of base relative to levulinic acid) was slowly added. The resulting suspension was stirred for 30 minutes at room temperature. The reaction mixture was heated to 90° C., and a solution of 25 g of furfural (0.260 mol, 2.5 eq) in 25 mL of ethanol was added dropwise. The reaction mixture was stirred at 90° C. unt...